describe an organic reaction: reactants, conditions, products, and yield From a dataset of the Open Reaction Database (ORD), a public repository of structured organic reaction records. Starting materials: NC(=O)C1CC(c2ccc(C(F)(F)F)cc2)CN(C(=O)N2CCOCC2)C1, C1CCOC1. Product: N#CC1CC(c2ccc(C(F)(F)F)cc2)CN(C(=O)N2CCOCC2)C1. RXN SMILES: [O:1]1[CH2:2][CH2:3][N:4]([C:7](=[O:8])[N:9]2[CH2:10][CH:11]([C:25](=[O:26])[NH2:27])[CH2:12][CH:13]([c:15]3[cH:16][cH:17][c:18]([C:21]([F:22])([F:23])[F:24])[cH:19][cH:20]3)[CH2:14]2)[CH2:5][CH2:6]1.[O:28]1[CH2:29][CH2:30][CH2:31][CH2:32]1>>[O:1]1[CH2:2][CH2:3][N:4]([C:7](=[O:8])[N:9]2[CH2:10][CH:11]([C:25]#[N:27])[CH2:12][CH:13]([c:15]3[cH:16][cH:17][c:18]([C:21]([F:22])([F:23])[F:24])[cH:19][cH:20]3)[CH2:14]2)[CH2:5][CH2:6]1. Reactants: ClC=1C=CC=2N(N1)C(=CN2)[C@@H](C)C=2C(=C1C=NN(C1=CC2F)C)F (6-Chloro-3-[(S)-1-(4,6-difluoro-1-methyl-1H-indazol-5-yl)-ethyl]-imidazo[1,2-b]pyridazine), 1-methylperazine-2, CCOC(=O)C (EtOAc), ClC=1C=CC=2N(N1)C(=CN2)[C@@H](C)C=2C(=C1C=NN(C1=CC2F)C)F (6-Chloro-3-[(S)-1-(4,6-difluoro-1-methyl-1H-indazol-5-yl)-ethyl]-imidazo[1,2-b]pyridazine), [F-].[K+] (KF). Run in CN1CCCC1=O (NMP). Conditions: temperature 180 celsius, time 4 hour. The product is FC1=C2C=NN(C2=CC(=C1[C@H](C)C1=CN=C2N1N=C(C=C2)N2CC(N(CC2)C)=O)F)C (4-{3-[(S)-1-(4,6-Difluoro-1-methyl-1H-indazol-5-yl)-ethyl]-imidazo[1,2-b]pyridazin-6-yl}-1-methyl-piperazin-2-one). RXN SMILES: Cl[C:2]1[CH:3]=[CH:4][C:5]2[N:6]([C:8]([C@H:11]([C:13]3[C:14]([F:24])=[C:15]4[C:19](=[CH:20][C:21]=3[F:22])[N:18]([CH3:23])[N:17]=[CH:16]4)[CH3:12])=[CH:9][N:10]=2)[N:7]=1.[F-].[K+].CCO[C:30]([CH3:32])=[O:31]>CN1C(=O)CCC1>[F:24][C:14]1[C:13]([C@@H:11]([C:8]2[N:6]3[N:7]=[C:2]([N:10]4[CH2:9][CH2:8][N:6]([CH3:5])[C:30](=[O:31])[CH2:32]4)[CH:3]=[CH:4][C:5]3=[N:10][CH:9]=2)[CH3:12])=[C:21]([F:22])[CH:20]=[C:19]2[C:15]=1[CH:16]=[N:17][N:18]2[CH3:23] |f:1.2|. Procedure: 6-Chloro-3-[(S)-1-(4,6-difluoro-1-methyl-1H-indazol-5-yl)-ethyl]-imidazo[1,2-b]pyridazine (Intermediate Q, 50.0 mg, 0.144 mmol), KF (42.6 mg, 0.719 mmol) and 1-methylperazine-2-one hydrochloride (67.0 mg, 0.431 mmol) were suspended in NMP (0.4 mL). The RM was stirred at 180° C. for 4 h. The mixture was diluted with EtOAc and washed with NaHCO3 10% (2×) and water (4×). The combined organic layers were dried over Na2SO4, filtered and concentrated. The residue was purified by flash chromatography a... The reactants are CN1N=C(C2=C1N=C(CN=C2C2=CC=CC=C2)SC)C (1,6-dihydro-1,3-dimethyl7-(methylthio)-4-phenylpyrazolo[3,4-e][1,4]diazepine), C(C#C)N (2-propynylamine). The solvent is C(C)O (ethanol). Product: CN1N=C(C2=C1N=C(CN=C2C2=CC=CC=C2)NCC#C)C (1,6-dihydro-1,3-dimethyl-4-phenyl-7-(2-propynylamino)pyrazolo[3,4-e][1,4]diazepine). RXN SMILES: [CH3:1][N:2]1[C:6]2[N:7]=[C:8](SC)[CH2:9][N:10]=[C:11]([C:12]3[CH:17]=[CH:16][CH:15]=[CH:14][CH:13]=3)[C:5]=2[C:4]([CH3:20])=[N:3]1.[CH2:21]([NH2:24])[C:22]#[CH:23]>C(O)C>[CH3:1][N:2]1[C:6]2[N:7]=[C:8]([NH:24][CH2:21][C:22]#[CH:23])[CH2:9][N:10]=[C:11]([C:12]3[CH:17]=[CH:16][CH:15]=[CH:14][CH:13]=3)[C:5]=2[C:4]([CH3:20])=[N:3]1. Procedure: A mixture of 2.9 g. of 1,6-dihydro-1,3-dimethyl7-(methylthio)-4-phenylpyrazolo[3,4-e][1,4]diazepine (prepared as disclosed in U.S. Pat. No. 3,770,762), 1.5 g. of 2-propynylamine and 50 ml. of ethanol is heated at reflux for 48 hours, then evaporated at reduced pressure to give a residue of 1,6-dihydro-1,3-dimethyl-4-phenyl-7-(2-propynylamino)pyrazolo[3,4-e][1,4]diazepine; m.p. 193°-195° C. after crystallization from ether. Reaction SMILES: C([O:5][C:6](=[O:35])[CH2:7][N:8]1[C:12]2[CH:13]=[CH:14][C:15]([N:17]([CH2:25][C:26]3[CH:31]=[CH:30][CH:29]=[CH:28][CH:27]=3)[C:18]([C:20]3[S:21][CH:22]=[CH:23][CH:24]=3)=[O:19])=[CH:16][C:11]=2[N:10]=[C:9]1[CH2:32][CH2:33][CH3:34])(C)(C)C.C(O)(C(F)(F)F)=O>>[CH2:25]([N:17]([C:18]([C:20]1[S:21][CH:22]=[CH:23][CH:24]=1)=[O:19])[C:15]1[CH:14]=[CH:13][C:12]2[N:8]([CH2:7][C:6]([OH:35])=[O:5])[C:9]([CH2:32][CH2:33][CH3:34])=[N:10][C:11]=2[CH:16]=1)[C:26]1[CH:27]=[CH:28][CH:29]=[CH:30][CH:31]=1. Procedure details: {5-[Benzyl-(thiophene-2-carbonyl)-amino]-2-propyl-benzoimidazol-1-yl}-acetic acid tert-butyl ester (0.12 mmol) was treated with TFA (2 mL) for 2 hours, concentrated, and purified by preparative LCMS to give the title compound. 1H NMR (d6-DMSO) δ7.58 (d, 1H), 7.40 (d, 1H), 7.28 (m, 6H), 6.92 (m, 1H), 6.83 (m, 1H), 6.61 (d, 1H), 5.04 (s, 2H), 4.82 (s, 2H), 2.71 (t, 2H), 1.78 (m, 2H), 0.98 (t, 3H). MS calculated for C24H23N3O3S+H: 434, observed: 434. The product is C(C1=CC=CC=C1)N(C1=CC2=C(N(C(=N2)CCC)CC(=O)O)C=C1)C(=O)C=1SC=CC1 ({5-[Benzyl-(thiophene-2-carbonyl)-amino]-2-propyl-benzoimidazol-1-yl}-acetic acid). Reactants: C(C)(C)(C)OC(CN1C(=NC2=C1C=CC(=C2)N(C(=O)C=2SC=CC2)CC2=CC=CC=C2)CCC)=O ({5-[Benzyl-(thiophene-2-carbonyl)-amino]-2-propyl-benzoimidazol-1-yl}-acetic acid tert-butyl ester), C(=O)(C(F)(F)F)O (TFA). Reactants: aqueous solution, [OH-].[Na+] (sodium hydroxide), [H-].[Al+3].[Li+].[H-].[H-].[H-] (lithium aluminum hydride), [H-].[Al+3].[Li+].[H-].[H-].[H-] (lithium aluminum hydride), O (water), C(C)(=O)NC1C(C2=CC=C(C(=C2CC1)OC)OC)=O (3,4-dihydro-2-acetamido-5,6-dimethoxy-1(2H)-naphthalenone). Solvent: O1CCCC1 (tetrahydrofuran). Yields the product OC1C(CCC2=C(C(=CC=C12)OC)OC)NC(C)=O (1-hydroxy-2-acetamido-5,6-dimethoxy-1,2,3,4-tetrahydronaphthalene). RXN SMILES: [H-].[Al+3].[Li+].[H-].[H-].[H-].[C:7]([NH:10][CH:11]1[CH2:20][CH2:19][C:18]2[C:13](=[CH:14][CH:15]=[C:16]([O:23][CH3:24])[C:17]=2[O:21][CH3:22])[C:12]1=[O:25])(=[O:9])[CH3:8].O.[OH-].[Na+]>O1CCCC1>[OH:25][CH:12]1[C:13]2[C:18](=[C:17]([O:21][CH3:22])[C:16]([O:23][CH3:24])=[CH:15][CH:14]=2)[CH2:19][CH2:20][CH:11]1[NH:10][C:7](=[O:9])[CH3:8] |f:0.1.2.3.4.5,8.9|. Reported procedure: To a suspension of 0.32 part of lithium aluminum hydride in dry tetrahydrofuran, there is added 1.6 parts of 3,4-dihydro-2-acetamido-5,6-dimethoxy-1(2H)-naphthalenone in small portions. After the addition has been completed, the mixture is further stirred for 20 minutes, at the end of which time water is added so as to decompose the lithium aluminum hydride. The mixture is rendered sufficiently alkaline by the addition of a 3N aqueous solution of sodium hydroxide and, then, extracted with chloro... Reaction SMILES: [CH2:1]1[CH2:2][NH:3][CH2:4][CH2:5]1.[CH2:58]1[O:59][CH2:60][CH2:61][CH2:62]1.[CH2:6]([Li:7])[CH2:8][CH2:9][CH3:10].[CH3:56][I:57].[CH:11]12[CH:12]([O:33][C:34](=[O:35])[CH:36]([CH3:37])[CH2:38][CH3:39])[CH2:13][CH:14]([CH3:15])[CH:16]=[C:17]1[CH:18]=[CH:19][CH:20]([CH3:21])[CH:22]2[CH2:23][CH2:24][CH:25]1[CH2:26][CH:27]([OH:28])[CH2:29][C:30](=[O:31])[O:32]1.[Li+:54].[Li+:55].[c:40]1([B:46]([O-:47])[O-:48])[cH:41][cH:42][cH:43][cH:44][cH:45]1.[n-:49]1[cH:50][cH:51][cH:52][c-:53]1>>[CH3:1][C:36]([C:34]([O:33][CH:12]1[CH:11]2[C:17](=[CH:16][CH:14]([CH3:15])[CH2:13]1)[CH:18]=[CH:19][CH:20]([CH3:21])[CH:22]2[CH2:23][CH2:24][CH:25]1[CH2:26][CH:27]([OH:28])[CH2:29][C:30](=[O:31])[O:32]1)=[O:35])([CH3:37])[CH2:38][CH3:39].[c:40]1([B:46]([O-:47])[O-:48])[cH:41][cH:42][cH:43][cH:44][cH:45]1. The product is CCC(C)(C)C(=O)OC1CC(C)C=C2C=CC(C)C(CCC3CC(O)CC(=O)O3)C21, [O-]B([O-])c1ccccc1. Reactants: C1CCNC1, C1CCOC1, [Li]CCCC, CI, CCC(C)C(=O)OC1CC(C)C=C2C=CC(C)C(CCC3CC(O)CC(=O)O3)C21, [Li+], [Li+], [O-]B([O-])c1ccccc1, [c-]1ccc[n-]1. The reactants are ClC1=C(C(=O)OC)C=CC(=C1)C1N(NC=C1)C (2-chloro-4-(2-methyl-1H-pyrazol-3yl)-benzoic acid, methyl ester), [OH-].[Na+] (sodium hydroxide). Yields the product ClC1=C(C(=O)O)C=CC(=C1)C1N(NC=C1)C (2-Chloro-4-(2-methyl-1H-pyrazol-3-yl)-benzoic Acid). RXN SMILES: [Cl:1][C:2]1[CH:11]=[C:10]([CH:12]2[CH:16]=[CH:15][NH:14][N:13]2[CH3:17])[CH:9]=[CH:8][C:3]=1[C:4]([O:6]C)=[O:5].[OH-].[Na+]>>[Cl:1][C:2]1[CH:11]=[C:10]([CH:12]2[CH:16]=[CH:15][NH:14][N:13]2[CH3:17])[CH:9]=[CH:8][C:3]=1[C:4]([OH:6])=[O:5] |f:1.2|. Procedure: The tide compound was prepared in the same manner as described in Example 70, employing 2-chloro-4-(2-methyl-1H-pyrazol-3yl)-benzoic acid, methyl ester (0.464 g) and 2.5N sodium hydroxide (1.04 ml). 1H NMR (300 MHz), (DMSO-d6) δ: 3.89 (s, 3H), 6.56 (d, 1H), 7.49 (d, 1H), 7.59-7.90 (m, 3H). As a reaction SMILES: C(O[C:6](=O)[N:7](C)[C@@H:8]([C:15](=[O:18])[NH:16][CH3:17])[CH2:9][C:10]1[S:11][CH:12]=[CH:13][CH:14]=1)(C)(C)C.FC(F)(F)C(O)=O.O.C(=O)([O-])O.[Na+]>C(Cl)Cl>[CH3:17][NH:16][C:15](=[O:18])[C@H:8]([NH:7][CH3:6])[CH2:9][C:10]1[S:11][CH:12]=[CH:13][CH:14]=1 |f:3.4|. Yields the product CNC([C@@H](CC=1SC=CC1)NC)=O ((2R)-N-methyl-2-methylamino-3-(thiophen-2-yl)propionamide). The reactants are C(C)(C)(C)OC(N([C@H](CC=1SC=CC1)C(NC)=O)C)=O (N-Methyl-N-((1R)-1-(methylcarbamoyl)-2-(thiophen-2-yl)ethyl)carbamic acid tert-butylester), O (Water), C(O)([O-])=O.[Na+] (sodium hydrogencarbonate), FC(C(=O)O)(F)F (triflouroacetic acid). Run at temperature 0 celsius, time 1.5 hour. Yield: 90.1%. Solvent: C(Cl)Cl (methylene chloride). Reported procedure: N-Methyl-N-((1R)-1-(methylcarbamoyl)-2-(thiophen-2-yl)ethyl)carbamic acid tert-butylester (1.17 g ; 3.92 mmol) was dissolved in methylene chloride (4 ml). The reaction was cooled to 0° C. and triflouroacetic acid was added. The mixture was stirred at room temperature for 1.5 hour. Water (30 ml) and solid sodium hydrogencarbonate were added to pH 8. The phases were separated. The aqueous phase was extracted with methylene chloride (4×20 ml). The combined organic phases were dried over magnesium s...